From a dataset of the Open Reaction Database (ORD), a public repository of structured organic reaction records. describe an organic reaction: reactants, conditions, products, and yield Starting materials: IC1=C(C(=O)NC)C(=C(C(=C1C(=O)NC)I)N=C=O)I (2,4,6-Triiodo-5-isocyanato-N,N'-dimethylisophthalamide), OC1[C@H](N)[C@@H](O)[C@H](O)[C@H](O1)CO (glucosamine), C([O-])([O-])=O.[K+].[K+] (potassium carbonate), OC1[C@H](N)[C@@H](O)[C@H](O)[C@H](O1)CO (glucosamine). Solvent: CN(C=O)C (dimethylformamide), CN(C=O)C (dimethylformamide). Reaction conditions: temperature 25 celsius, time 8 hour. Yields the product IC1=C(C(=O)NC)C(=CC(=C1C(=O)NC)I)I (2,4,6-triiodo-N,N'-dimethylisophthalamide). The yield is 55.0%. RXN SMILES: OC1O[C@H](CO)[C@@H](O)[C@H](O)[C@H]1N.C(=O)([O-])[O-].[K+].[K+].[I:19][C:20]1[C:29]([C:30]([NH:32][CH3:33])=[O:31])=[C:28]([I:34])[C:27](N=C=O)=[C:26]([I:38])[C:21]=1[C:22]([NH:24][CH3:25])=[O:23]>CN(C)C=O>[I:19][C:20]1[C:21]([C:22]([NH:24][CH3:25])=[O:23])=[C:26]([I:38])[CH:27]=[C:28]([I:34])[C:29]=1[C:30]([NH:32][CH3:33])=[O:31] |f:1.2.3|. Procedure details: A slurry of glucosamine (0.591 g.; 0.0033 mole) and potassium carbonate (1.242 g.; 0.009 mole) in dimethylformamide (30 ml.) was heated rapidly to 75° C. (to dissolve the glucosamine) and quickly cooled in an ice bath to 25° C. 2,4,6-Triiodo-5-isocyanato-N,N'-dimethylisophthalamide (IV; 1.83 g.; 0.003 mole) dissolved in dimethylformamide (9 ml.) was added dropwise over a five minute period. After being stirred overnight at room temperature, the reaction mixture was filtered and concentrated to a... Starting materials: C(=O)C1=C(C=CC=C1)C1=CC(=CC=C1)COC1=CC=C(C=C1)CCC(=O)OC(C)(C)C (tert-Butyl 3-(4-(2′-formylbiphenyl-3-ylmethoxy)phenyl)propanoate), [BH4-].[Na+] (sodium borohydride). Solvent: CO (methanol), O1CCCC1 (tetrahydrofuran). Reaction conditions: time 2 hour. The product is OCC1=C(C=CC=C1)C1=CC(=CC=C1)COC1=CC=C(C=C1)CCC(=O)OC(C)(C)C (tert-butyl 3-(4-((2′-(hydroxymethyl)biphenyl-3-yl)methoxy)phenyl)propanoate). Yield: 83.0%. Reaction SMILES: [CH:1]([C:3]1[CH:8]=[CH:7][CH:6]=[CH:5][C:4]=1[C:9]1[CH:14]=[CH:13][CH:12]=[C:11]([CH2:15][O:16][C:17]2[CH:22]=[CH:21][C:20]([CH2:23][CH2:24][C:25]([O:27][C:28]([CH3:31])([CH3:30])[CH3:29])=[O:26])=[CH:19][CH:18]=2)[CH:10]=1)=[O:2].[BH4-].[Na+]>CO.O1CCCC1>[OH:2][CH2:1][C:3]1[CH:8]=[CH:7][CH:6]=[CH:5][C:4]=1[C:9]1[CH:14]=[CH:13][CH:12]=[C:11]([CH2:15][O:16][C:17]2[CH:18]=[CH:19][C:20]([CH2:23][CH2:24][C:25]([O:27][C:28]([CH3:31])([CH3:30])[CH3:29])=[O:26])=[CH:21][CH:22]=2)[CH:10]=1 |f:1.2|. Reported procedure: tert-Butyl 3-(4-(2′-formylbiphenyl-3-ylmethoxy)phenyl)propanoate (0.30 g, 0.72 mmol) was dissolved in a mixed solution of methanol (6 mL) and tetrahydrofuran (6 mL), and sodium borohydride (14 mg, 0.36 mmol) was added under ice-cooling, and the mixture was stirred at the same temperature for 2 hrs. The reaction mixture was concentrated, and the residue was diluted with ethyl acetate, washed with 1N hydrochloric acid and saturated brine, dried, and concentrated under reduced pressure. The residue... Starting materials: C(C)(=O)C1=CC(=C(C=C1)NC(C)=O)[N+](=O)[O-] (N-(4-acetyl-2-nitrophenyl)acetamide), S(O)(O)(=O)=O (sulfuric acid). Solvent: O (water), O (water). Yields the product C(C)(=O)C1=CC(=C(N)C=C1)[N+](=O)[O-] (4-Acetyl-2-nitroaniline). As a reaction SMILES: [C:1]([C:4]1[CH:9]=[CH:8][C:7]([NH:10]C(=O)C)=[C:6]([N+:14]([O-:16])=[O:15])[CH:5]=1)(=[O:3])[CH3:2].S(=O)(=O)(O)O>O>[C:1]([C:4]1[CH:9]=[CH:8][C:7]([NH2:10])=[C:6]([N+:14]([O-:16])=[O:15])[CH:5]=1)(=[O:3])[CH3:2]. Procedure details: N-(4-acetyl-2-nitrophenyl)acetamide (26.5 g, 11,94 mmol) was added to a mixture of water and concentrated sulfuric acid, 150 ml (1:2). After 15 minutes the mixture was poured into water. The product was filtered off, washed with water and dried. Isolated yield 74.4%. RXN SMILES: B(Br)(Br)Br.C[O:6][C:7]1[CH:21]=[CH:20][C:10]([O:11][C:12]2[CH:19]=[CH:18][C:15]([C:16]#[N:17])=[CH:14][CH:13]=2)=[CH:9][CH:8]=1>ClCCl>[OH:6][C:7]1[CH:21]=[CH:20][C:10]([O:11][C:12]2[CH:19]=[CH:18][C:15]([C:16]#[N:17])=[CH:14][CH:13]=2)=[CH:9][CH:8]=1. The solvent is ClCCl (dichloromethane). Product: OC1=CC=C(OC2=CC=C(C#N)C=C2)C=C1 (4-(4-Hydroxy-phenoxy)-benzonitrile). Procedure details: Following the general procedure for Example 11 (step 2), boron tribromide (1.0 M solution in dichloromethane, 5.73 mL, 5.73 mmol) was added to the product from step 1 (0.43 g, 1.91 mmol) in dichloromethane (10 mL) to afford the title compound (0.30 g, 74%) as an off-white solid. Starting materials: B(Br)(Br)Br (boron tribromide), COC1=CC=C(OC2=CC=C(C#N)C=C2)C=C1 (4-(4-Methoxy-phenoxy)-benzonitrile). Starting materials: [BH4-], CC(=O)c1ccc(O)c(C(=O)Nc2cc(C(F)(F)F)cc(C(F)(F)F)c2)c1, CCO, Cl, [Na+]. Product: CC(O)c1ccc(O)c(C(=O)Nc2cc(C(F)(F)F)cc(C(F)(F)F)c2)c1. As a reaction SMILES: [BH4-:28].[C:1]([CH3:2])(=[O:3])[c:4]1[cH:5][cH:6][c:7]([OH:27])[c:8]([C:9](=[O:10])[NH:11][c:12]2[cH:13][c:14]([C:22]([F:23])([F:24])[F:25])[cH:15][c:16]([C:18]([F:19])([F:20])[F:21])[cH:17]2)[cH:26]1.[CH3:31][CH2:32][OH:33].[ClH:30].[Na+:29]>>[CH:1]([CH3:2])([OH:3])[c:4]1[cH:5][cH:6][c:7]([OH:27])[c:8]([C:9](=[O:10])[NH:11][c:12]2[cH:13][c:14]([C:22]([F:23])([F:24])[F:25])[cH:15][c:16]([C:18]([F:19])([F:20])[F:21])[cH:17]2)[cH:26]1.